From a dataset of the Open Reaction Database (ORD), a public repository of structured organic reaction records. describe an organic reaction: reactants, conditions, products, and yield The reactants are CCOC(=O)c1c(C)c(-c2ncc(Cl)cc2F)nn1C, CS(C)=O, Cl, [Na+], [OH-]. The product is Cc1c(-c2ncc(Cl)cc2F)nn(C)c1C(=O)O. Reaction SMILES: [CH2:1]([CH3:2])[O:3][C:4](=[O:5])[c:6]1[n:7]([CH3:20])[n:8][c:9](-[c:12]2[n:13][cH:14][c:15]([Cl:19])[cH:16][c:17]2[F:18])[c:10]1[CH3:11].[CH3:24][S:25](=[O:26])[CH3:27].[ClH:23].[Na+:22].[OH-:21]>>[O:3]=[C:4]([OH:5])[c:6]1[n:7]([CH3:20])[n:8][c:9](-[c:12]2[n:13][cH:14][c:15]([Cl:19])[cH:16][c:17]2[F:18])[c:10]1[CH3:11]. RXN SMILES: C(OC([N:8]([CH2:21][CH:22]1[CH2:27][CH2:26][N:25]([C:28](=[O:43])[CH2:29][CH2:30][C:31]([NH:33][C:34]2[CH:42]=[CH:41][C:37]([C:38]([OH:40])=[O:39])=[CH:36][CH:35]=2)=[O:32])[CH2:24][CH:23]1[C:44]1[CH:49]=[CH:48][CH:47]=[C:46]([F:50])[CH:45]=1)[C@@H:9]([C:11]1[C:20]2[C:15](=[CH:16][CH:17]=[CH:18][CH:19]=2)[CH:14]=[CH:13][CH:12]=1)[CH3:10])=O)(C)(C)C.[ClH:51].C(OCC)(=O)C.C(OC(C)C)(C)C>C(OCC)(=O)C>[ClH:51].[F:50][C:46]1[CH:45]=[C:44]([CH:23]2[CH:22]([CH2:21][NH:8][C@@H:9]([C:11]3[C:20]4[C:15](=[CH:16][CH:17]=[CH:18][CH:19]=4)[CH:14]=[CH:13][CH:12]=3)[CH3:10])[CH2:27][CH2:26][N:25]([C:28](=[O:43])[CH2:29][CH2:30][C:31]([NH:33][C:34]3[CH:42]=[CH:41][C:37]([C:38]([OH:40])=[O:39])=[CH:36][CH:35]=3)=[O:32])[CH2:24]2)[CH:49]=[CH:48][CH:47]=1 |f:1.2,5.6|. Solvent: C(C)(=O)OCC (ethyl acetate). Procedure: To a solution of 107 mg of 4-({4-[4-({(tert-butoxycarbonyl)[(1R)-1-(1-naphthyl)ethyl]amino}methyl)-3-(3-fluorophenyl)piperidin-1-yl]-4-oxobutanoyl}amino)benzoic acid in 2.0 mL of ethyl acetate was added 1.00 mL of a 4 M hydrogen chloride/ethyl acetate solution at room temperature, followed by stirring for 2 hours. Diisopropylether was added thereto, and the resulting precipitate was collected by filtration, and dried under reduced pressure to obtain 28 mg of 4-({4-[3-(3-fluorophenyl)-4-({[(1R)-1... Yields the product Cl.FC=1C=C(C=CC1)C1CN(CCC1CN[C@H](C)C1=CC=CC2=CC=CC=C12)C(CCC(=O)NC1=CC=C(C(=O)O)C=C1)=O (4-({4-[3-(3-fluorophenyl)-4-({[(1R)-1-(1-naphthyl)ethyl]amino}methyl)piperidin-1-yl]-4-oxobutanoyl}amino)benzoic acid hydrochloride). Reaction conditions: time 2 hour. Starting materials: C(C)(C)(C)OC(=O)N([C@H](C)C1=CC=CC2=CC=CC=C12)CC1C(CN(CC1)C(CCC(=O)NC1=CC=C(C(=O)O)C=C1)=O)C1=CC(=CC=C1)F (4-({4-[4-({(tert-butoxycarbonyl)[(1R)-1-(1-naphthyl)ethyl]amino}methyl)-3-(3-fluorophenyl)piperidin-1-yl]-4-oxobutanoyl}amino)benzoic acid), Cl.C(C)(=O)OCC (hydrogen chloride ethyl acetate), C(C)(C)OC(C)C (Diisopropylether).